This data is from the Open Reaction Database (ORD), a public repository of structured organic reaction records. The task is: describe an organic reaction: reactants, conditions, products, and yield Reactants: sugar, OCCOCN1C(=O)N=C(N)C(=C1)C#CCNC(C(F)(F)F)=O (1-(2-HYDROXYETHOXYMETHYL)-5-(3-TRIFLUOROACETAMIDO-1-PROPYNYL)CYTOSINE), [O-]P([O-])(=O)OP(=O)([O-])OP(=O)([O-])[O-] (triphosphate). Product: OCCOCN1C(=O)N=C(N)C(=C1)C#CCN (1-(2-HYDROXYETHOXYMETHYL)5-(3-AMINO-1-PROPYNYL)CYTOSINE). As a reaction SMILES: [OH:1][CH2:2][CH2:3][O:4][CH2:5][N:6]1[CH:13]=[C:12]([C:14]#[C:15][CH2:16][NH:17]C(=O)C(F)(F)F)[C:10]([NH2:11])=[N:9][C:7]1=[O:8].[O-]P(OP(OP([O-])([O-])=O)([O-])=O)(=O)[O-]>>[OH:1][CH2:2][CH2:3][O:4][CH2:5][N:6]1[CH:13]=[C:12]([C:14]#[C:15][CH2:16][NH2:17])[C:10]([NH2:11])=[N:9][C:7]1=[O:8]. Reported procedure: The hydroxyl group of the sugar part of alkynylamino nucleoside 69 (0.167 mmol) was converted to a triphosphate and the trifluoroacetyl group was removed following the general procedure given in Example 1E. After addition of the second aliquot of phosphorus oxychloride, phosphorylation was allowed to proceed for for 75 min. Assuming an absorption coefficient for the product equal to that of the starting material (7,790), the yield of triphosphate 67, based on its UV absorption at 291 nm, was 21%...